From a dataset of the Open Reaction Database (ORD), a public repository of structured organic reaction records. describe an organic reaction: reactants, conditions, products, and yield The reactants are C=C(C(CC#C)O[Si](CC)(CC)CC)CCC (5-methylene-4-triethylsilyloxy-1-octyne), C(CCC)[SnH](CCCC)CCCC (tri-n-butylstannane), azobisisobutyrylnitrile. Conditions: temperature 150 celsius. Yields the product C=C(C(CC=C[Sn](CCCC)(CCCC)CCCC)O[Si](CC)(CC)CC)CCC (5-Methylene-4-triethylsilyloxy-1-tri-n-butylstannyl-1-octene). Reaction SMILES: [CH2:1]=[C:2]([CH2:15][CH2:16][CH3:17])[CH:3]([O:7][Si:8]([CH2:13][CH3:14])([CH2:11][CH3:12])[CH2:9][CH3:10])[CH2:4][C:5]#[CH:6].[CH2:18]([SnH:22]([CH2:27][CH2:28][CH2:29][CH3:30])[CH2:23][CH2:24][CH2:25][CH3:26])[CH2:19][CH2:20][CH3:21]>>[CH2:1]=[C:2]([CH2:15][CH2:16][CH3:17])[CH:3]([O:7][Si:8]([CH2:13][CH3:14])([CH2:11][CH3:12])[CH2:9][CH3:10])[CH2:4][CH:5]=[CH:6][Sn:22]([CH2:23][CH2:24][CH2:25][CH3:26])([CH2:27][CH2:28][CH2:29][CH3:30])[CH2:18][CH2:19][CH2:20][CH3:21]. Procedure: A mixture of 20 g. of 5-methylene-4-triethylsilyloxy-1-octyne, 25.36 g. of tri-n-butylstannane and 0.1 g. of azobisisobutyrylnitrile is placed in an oil bath at 100° C. After 10 minutes an exotherm raises the temperature to 150° C. The mixture is then heated at 130°-140° C. for 1.5 hours. The excess tri-n-butylstannane is distilled off at 130° C. (1 mm.) and the residue is distilled in a Kugelrohr at 120°-140° C., 0.15-0.05 mm., giving the product as a colorless liquid. The product is O=C1C2=C(NC(=C1)C(=O)O)C(C(=C2)OC)=O (4,7-Dihydro-4,7-dioxo-6-methoxy-1H-cyclopenta[b]pyridine-2-carboxylic Acid). The reactants are C(C)OC(=O)C1=CC(C2=C(N1C)C=CC(C(=C2)OC)=O)=O (4,7-dihydro-4,7-dioxo-6-methoxy-1-methyl-1H-cyclohepta[b]pyridine-2-carboxylic acid ethyl ester). Reported procedure: A solution of 4,7-dihydro-4,7-dioxo-6-methoxy-1-methyl-1H-cyclohepta[b]pyridine-2-carboxylic acid ethyl ester (2.0 g, described in Example 7) and 19% hydrochloric acid (60 ml) is refluxed for 30 min. The precipitate is collected and washed with water and acetone to give the title compound. The precipitate is dissolved in aqueous aminoethanol (1M, 4 ml) and acetone (50 ml) is added. The precipitate is collected, washed with acetone and crystallized from water-acetone to give crystals of the amino... Reaction SMILES: C([O:3][C:4]([C:6]1[N:11](C)[C:10]2C=C[C:15](=[O:20])[C:16]([O:18][CH3:19])=[CH:17][C:9]=2[C:8](=[O:21])[CH:7]=1)=[O:5])C>Cl>[O:21]=[C:8]1[CH:7]=[C:6]([C:4]([OH:3])=[O:5])[NH:11][C:10]2[C:15](=[O:20])[C:16]([O:18][CH3:19])=[CH:17][C:9]1=2. Solvent: Cl (hydrochloric acid). Starting materials: CC(C)(C)N(C(=O)[O-])C1CCN(CCn2c(=O)ccc3ccccc32)CC1, Cl, Cl, C1COCCO1, C1COCCO1, O. Product: NC1CCN(CCn2c(=O)ccc3ccccc32)CC1. As a reaction SMILES: [C:1]([N:5]([C:2](=[O:3])[O-:4])[CH:9]1[CH2:10][CH2:11][N:12]([CH2:15][CH2:16][n:17]2[c:18](=[O:27])[cH:19][cH:20][c:21]3[cH:22][cH:23][cH:24][cH:25][c:26]23)[CH2:13][CH2:14]1)([CH3:6])([CH3:7])[CH3:8].[ClH:28].[ClH:30].[O:31]1[CH2:32][CH2:33][O:34][CH2:35][CH2:36]1.[O:37]1[CH2:38][CH2:39][O:40][CH2:41][CH2:42]1.[OH2:29]>>[NH2:5][CH:9]1[CH2:10][CH2:11][N:12]([CH2:15][CH2:16][n:17]2[c:18](=[O:27])[cH:19][cH:20][c:21]3[cH:22][cH:23][cH:24][cH:25][c:26]23)[CH2:13][CH2:14]1.